From a dataset of the Open Reaction Database (ORD), a public repository of structured organic reaction records. describe an organic reaction: reactants, conditions, products, and yield Reactants: O=C(C=1C=NC=C(Br)C1)C, [Zn].O=S(O)C(F)(F)F. The reagents and catalysts are OOC(C)(C)C. The solvent is O, ClCCl. Run at temperature 25 celsius, time 24 hour. The product is O=C(C1=CN=C(C(Br)=C1)C(F)(F)F)C. The yield is 46.0%. The reactants are COC(=O)c1ccc(B(O)O)cc1, CCOC(C)=O, CC(c1ccc(OS(=O)(=O)C(F)(F)F)cc1Cl)C(O)(c1ccnc(Cl)c1)C(F)(F)F, C1COCCO1, O. As a reaction SMILES: [CH3:31][O:32][C:33](=[O:34])[c:35]1[cH:36][cH:37][c:38]([B:41]([OH:42])[OH:43])[cH:39][cH:40]1.[CH3:51][CH2:52][O:53][C:54](=[O:55])[CH3:56].[Cl:1][c:2]1[cH:3][c:4]([O:23][S:24]([C:25]([F:26])([F:27])[F:28])(=[O:29])=[O:30])[cH:5][cH:6][c:7]1[CH:8]([C:9]([C:10]([F:11])([F:12])[F:13])([OH:14])[c:15]1[cH:16][c:17]([Cl:21])[n:18][cH:19][cH:20]1)[CH3:22].[O:45]1[CH2:46][CH2:47][O:48][CH2:49][CH2:50]1.[OH2:44]>>[Cl:1][c:2]1[cH:3][c:4](-[c:38]2[cH:37][cH:36][c:35]([C:33]([O:32][CH3:31])=[O:34])[cH:40][cH:39]2)[cH:5][cH:6][c:7]1[CH:8]([C:9]([C:10]([F:11])([F:12])[F:13])([OH:14])[c:15]1[cH:16][c:17]([Cl:21])[n:18][cH:19][cH:20]1)[CH3:22]. Product: COC(=O)c1ccc(-c2ccc(C(C)C(O)(c3ccnc(Cl)c3)C(F)(F)F)c(Cl)c2)cc1. Reactants: CC(=O)Cl, Nc1ccccc1C(=O)O. The product is CC(=O)Nc1ccccc1C(=O)O. RXN SMILES: [CH3:11][C:12]([Cl:13])=[O:14].[NH2:1][c:2]1[cH:3][cH:4][cH:5][cH:6][c:7]1[C:8]([OH:9])=[O:10]>>[NH:1]([c:2]1[cH:3][cH:4][cH:5][cH:6][c:7]1[C:8]([OH:9])=[O:10])[C:12]([CH3:11])=[O:14]. Reactants: C(C(C)=C)Cl (methallyl chloride), 5.9, C([O-])([O-])=O.[K+].[K+] (potassium carbonate), OC1=CC=C(C=C1)C(C(=O)OC)C1CCCC1 (methyl 2-(4-hydroxyphenyl)-2-cyclopentyl-acetate). Solvent: CN(C=O)C (dimethylformamide). The product is C(C(C)=C)OC1=CC=C(C=C1)C(C(=O)OC)C1CCCC1 (Methyl 2-(4-methallyloxyphenyl)-2-cyclopentyl-acetate). As a reaction SMILES: [OH:1][C:2]1[CH:7]=[CH:6][C:5]([CH:8]([CH:13]2[CH2:17][CH2:16][CH2:15][CH2:14]2)[C:9]([O:11][CH3:12])=[O:10])=[CH:4][CH:3]=1.[CH2:18](Cl)[C:19](=[CH2:21])[CH3:20].C(=O)([O-])[O-].[K+].[K+]>CN(C)C=O>[CH2:20]([O:1][C:2]1[CH:3]=[CH:4][C:5]([CH:8]([CH:13]2[CH2:17][CH2:16][CH2:15][CH2:14]2)[C:9]([O:11][CH3:12])=[O:10])=[CH:6][CH:7]=1)[C:19](=[CH2:18])[CH3:21] |f:2.3.4|. Procedure details: 10 g (0.043 mol) of methyl 2-(4-hydroxyphenyl)-2-cyclopentyl-acetate are dissolved in 200 ml of dimethylformamide and 4.1 g (0.043 mol) of methallyl chloride and 5.9 (0.043 mol) of potassium carbonate are added with stirring. The mixture is allowed to react overnight at 100° C. After cooling, the solvent is evaporated in vacuo, the residue is taken up in 200 ml of dichloromethane, the solution is washed twice with 100 ml of water, the organic phase is dried using sodium sulphate and the product ...